From a dataset of the Open Reaction Database (ORD), a public repository of structured organic reaction records. describe an organic reaction: reactants, conditions, products, and yield Reactants: C(C)(C)(C)OC(=O)N1CCC(CC1)NN1C(CN(CC1)S(=O)(=O)C1=CC2=CC=C(C=C2C=C1)Cl)=O (1-[1-(tert-butoxycarbonyl)-4-piperidinylamino]-4-(6-chloronaphthalene-2-sulfonyl)-2-piperazinone), C(C=C)Br (allyl bromide). Product: C(C=C)N(N1C(CN(CC1)S(=O)(=O)C1=CC2=CC=C(C=C2C=C1)Cl)=O)C1CCN(CC1)C1=CC=NC=C1 (1-{Allyl[1-(4-pyridyl)-4-piperidinyl]amino}-4-(6-chloronaphthalene-2-sulfonyl)-2-piperazinone). Reaction SMILES: C(O[C:6]([N:8]1[CH2:13][CH2:12][CH:11]([NH:14][N:15]2[CH2:20][CH2:19][N:18]([S:21]([C:24]3[CH:33]=[CH:32][C:31]4[C:26](=[CH:27][CH:28]=[C:29]([Cl:34])[CH:30]=4)[CH:25]=3)(=[O:23])=[O:22])[CH2:17][C:16]2=[O:35])[CH2:10][CH2:9]1)=O)(C)(C)C.[CH2:36](Br)[CH:37]=[CH2:38]>>[CH2:36]([N:14]([CH:11]1[CH2:12][CH2:13][N:8]([C:6]2[CH:12]=[CH:13][N:8]=[CH:9][CH:10]=2)[CH2:9][CH2:10]1)[N:15]1[CH2:20][CH2:19][N:18]([S:21]([C:24]2[CH:33]=[CH:32][C:31]3[C:26](=[CH:27][CH:28]=[C:29]([Cl:34])[CH:30]=3)[CH:25]=2)(=[O:23])=[O:22])[CH2:17][C:16]1=[O:35])[CH:37]=[CH2:38]. Procedure: Similarly to Method A in Example 38 and using 1-[1-(tert-butoxycarbonyl)-4-piperidinylamino]-4-(6-chloronaphthalene-2-sulfonyl)-2-piperazinone (390 mg) and allyl bromide (2 ml) instead of methyl iodide, the title compound (69 mg) was obtained as colorless crystals.